The task is: describe an organic reaction: reactants, conditions, products, and yield. This data is from the Open Reaction Database (ORD), a public repository of structured organic reaction records. The reactants are FC(S(=O)(=O)[O-])(F)F.FC([S+]1C2=C(C3=C1C=CC=C3)C=CC=C2)(F)F (S-(trifluoromethyl)dibenzothiophenium trifluoromethanesulfonate), [N+](=O)(O)[O-] (nitric acid), FC(S(=O)(=O)OS(=O)(=O)C(F)(F)F)(F)F (trifluoromethanesulfonic anhydride), FC(S(=O)(=O)[O-])(F)F.O=[N+]=O (nitronium trifluoromethanesulfonate). Solvent: [N+](=O)([O-])C (nitromethane). Conditions: time 1.5 hour. Yields the product FC(S(=O)(=O)[O-])(F)F.[N+](=O)([O-])C1=CC2=C([S+](C3=C2C=CC=C3)C(F)(F)F)C=C1 (2-nitro-S-(trifluoromethyl)dibenzothiophenium trifluoromethanesulfonate). The yield is 75.8%. Reaction SMILES: [N+:1]([O-:4])(O)=[O:2].[F:5][C:6]([F:19])([F:18])[S:7]([O:10]S(C(F)(F)F)(=O)=O)(=[O:9])=[O:8].FC(F)(F)S([O-])(=O)=O.O=[N+]=O.FC(F)(F)S([O-])(=O)=O.[F:39][C:40]([F:55])([F:54])[S+:41]1[C:45]2[CH:46]=[CH:47][CH:48]=[CH:49][C:44]=2[C:43]2[CH:50]=[CH:51][CH:52]=[CH:53][C:42]1=2>[N+](C)([O-])=O>[F:5][C:6]([F:19])([F:18])[S:7]([O-:10])(=[O:9])=[O:8].[N+:1]([C:51]1[CH:52]=[CH:53][C:42]2[S+:41]([C:40]([F:54])([F:39])[F:55])[C:45]3[CH:46]=[CH:47][CH:48]=[CH:49][C:44]=3[C:43]=2[CH:50]=1)([O-:4])=[O:2] |f:2.3,4.5,7.8|. Procedure details: A mixture of 0.058 ml (1.3 mmol) of 94% nitric acid and 0.266 ml (1.58 mmol) of trifluoromethanesulfonic anhydride was stirred at room temperature for 1.5 hours to prepare nitronium trifluoromethanesulfonate, and then 2 ml of nitromethane and 502 mg (1 mmol) of S-(trifluoromethyl)dibenzothiophenium trifluoromethanesulfonate was added to the mixture. The reaction mixture was stirred overnight at room temperature and concentrated under reduced pressure. Diethyl ether was added to the residue and t...